From a dataset of the Open Reaction Database (ORD), a public repository of structured organic reaction records. describe an organic reaction: reactants, conditions, products, and yield The reactants are FC1=CC(=C(C=C1F)O)CCO (4,5-difluoro-2-(2-hydroxyethyl)phenol), C(=O)([O-])[O-].[K+].[K+] (K2CO3), O (Water), BrCC1=CC=CC=C1 ((bromomethyl)benzene). Yields the product C(C1=CC=CC=C1)OC1=C(C=C(C(=C1)F)F)CCO (2-(2-(benzyloxy)-4,5-difluorophenyl)ethanol). The yield is 85.1%. Solvent: CC(=O)C (acetone). Conditions: time 16 hour. Reported procedure: To a solution of 4,5-difluoro-2-(2-hydroxyethyl)phenol (450 mg, 2.58 mmol) in acetone (10 mL) was added K2CO3 (714 mg, 5.17 mmol) followed by (bromomethyl)benzene (0.461 mL, 3.88 mmol) and the resulting mixture was stirred at room temp for 16 h. Water was then added and the mixture was extracted with ethyl acetate, dried (Na2SO4), filtered and concentrated. The residue was then purified by Biotage (5-30% EtOAc/hexane) to afford 2-(2-(benzyloxy)-4,5-difluorophenyl)ethanol (580 mg, 2.195 mmol, 85%... As a reaction SMILES: [F:1][C:2]1[C:7]([F:8])=[CH:6][C:5]([OH:9])=[C:4]([CH2:10][CH2:11][OH:12])[CH:3]=1.C([O-])([O-])=O.[K+].[K+].Br[CH2:20][C:21]1[CH:26]=[CH:25][CH:24]=[CH:23][CH:22]=1.O>CC(C)=O>[CH2:20]([O:9][C:5]1[CH:6]=[C:7]([F:8])[C:2]([F:1])=[CH:3][C:4]=1[CH2:10][CH2:11][OH:12])[C:21]1[CH:26]=[CH:25][CH:24]=[CH:23][CH:22]=1 |f:1.2.3|.